From a dataset of the Open Reaction Database (ORD), a public repository of structured organic reaction records. describe an organic reaction: reactants, conditions, products, and yield Reactants: S(O)(O)(=O)=O (sulfuric acid), S(O)(O)(=O)=O (sulfuric acid), OO (H2O2), alcohol, S(=O)(=O)(CC(=O)O)CC(=O)O (sulfonyldiacetic acid), B(O)(O)O (boric acid). The solvent is C(Cl)Cl (methylene chloride), C(Cl)Cl (methylene chloride), O (water). Conditions: temperature 5 celsius, time 3 hour. Product: S(=O)(=O)(CC(OO)=O)CC(=O)OO (Sulfonyldiperoxyacetic Acid). Reaction SMILES: S(=O)(=O)(O)[OH:2].[OH:6][OH:7].[S:8]([CH2:15][C:16]([OH:18])=[O:17])([CH2:11][C:12](O)=[O:13])(=[O:10])=[O:9].B(O)(O)O>O.C(Cl)Cl>[S:8]([CH2:15][C:16]([O:18][OH:2])=[O:17])([CH2:11][C:12](=[O:13])[O:6][OH:7])(=[O:10])=[O:9]. Procedure details: A mixture of 16.32 mL of 90% aqueous hydrogen peroxide (0.6 mole), 2.3 mL of deionized water and 18.17 mL of 95.5% sulfuric acid was formed in a 150 mL beaker equipped with an ice bath, alcohol thermometer and mechanical stirrer. The water and sulfuric acid were added sequentially to the H2O2 with cooling and stirring to hold the temperature of the mixture to about 25° C. This mixture was added to 18.215 g (0.1 mole) of sulfonyldiacetic acid in admixture with 100 mL of methylene chloride without... The reactants are CC(O)c1cc(Br)ccc1F, C1COCCO1. Yields the product CC(=O)c1cc(Br)ccc1F. Reaction SMILES: [Br:1][c:2]1[cH:3][cH:4][c:5]([F:11])[c:6]([CH:8]([CH3:9])[OH:10])[cH:7]1.[O:12]1[CH2:13][CH2:14][O:15][CH2:16][CH2:17]1>>[Br:1][c:2]1[cH:3][cH:4][c:5]([F:11])[c:6]([C:8]([CH3:9])=[O:10])[cH:7]1.